This data is from the Open Reaction Database (ORD), a public repository of structured organic reaction records. The task is: describe an organic reaction: reactants, conditions, products, and yield Reactants: BrC(C(O)C1=CC=C(C=2N=C(SC21)NC(O)=O)OC)C ([7-(2-bromo-1-hydroxy-propyl)-4-methoxy-benzothiazol-2-yl]-carbamic acid), CrO3. The solvent is O (water), C(C)(=O)O (acetic acid). Reaction conditions: temperature 70 celsius. Yields the product BrC(C(=O)C1=CC=C(C=2N=C(SC21)NC(O)=O)OC)C ([7-(2-Bromo-propionyl)-4-methoxy-benzothiazol-2-yl]-carbamic acid), crystals. Isolated yield 74.0%. As a reaction SMILES: [Br:1][CH:2]([CH3:20])[CH:3]([C:5]1[C:13]2[S:12][C:11]([NH:14][C:15](=[O:17])[OH:16])=[N:10][C:9]=2[C:8]([O:18][CH3:19])=[CH:7][CH:6]=1)[OH:4]>O.C(O)(=O)C>[Br:1][CH:2]([CH3:20])[C:3]([C:5]1[C:13]2[S:12][C:11]([NH:14][C:15](=[O:16])[OH:17])=[N:10][C:9]=2[C:8]([O:18][CH3:19])=[CH:7][CH:6]=1)=[O:4]. Procedure details: 5.0 g of [7-(2-bromo-1-hydroxy-propyl)-4-methoxy-benzothiazol-2-yl]-carbamic acid methyll ester 0.0133 Mol) were suspended in water (30 ml) and 2.0 g of CrO3 (0.02 Mol), dissolved in acetic acid (30 ml), were added. The reaction mixture was heated to 70° C. for 2 hrs. and then evaporated to dryness. The residue was taken up in sat. NaHCO3 (200 ml), extracted 4× with ethyl acetate (200 ml each) and the combined organic phases were dried over MgSO4. The title compound was obtained as orange crysta... Starting materials: ClC1=C(COC2=C(C(=O)OC)C=C(C=C2)F)C=CC=C1 (methyl 2-(2-chlorobenzyloxy)-5-fluorobenzoate), [OH-].[Na+] (sodium hydroxide). The solvent is CO (methanol). Yields the product ClC1=C(COC2=C(C(=O)O)C=C(C=C2)F)C=CC=C1 (2-(2-Chlorobenzyloxy)-5-fluorobenzoic acid). RXN SMILES: [Cl:1][C:2]1[CH:20]=[CH:19][CH:18]=[CH:17][C:3]=1[CH2:4][O:5][C:6]1[CH:15]=[CH:14][C:13]([F:16])=[CH:12][C:7]=1[C:8]([O:10]C)=[O:9].[OH-].[Na+]>CO>[Cl:1][C:2]1[CH:20]=[CH:19][CH:18]=[CH:17][C:3]=1[CH2:4][O:5][C:6]1[CH:15]=[CH:14][C:13]([F:16])=[CH:12][C:7]=1[C:8]([OH:10])=[O:9] |f:1.2|. Procedure: 10.0 g (34 mmol) of methyl 2-(2-chlorobenzyloxy)-5-fluorobenzoate are dissolved in 80 ml of methanol and 40 ml of 40% strength sodium hydroxide solution and stirred at RT for 12 h. The solvent is distilled out in vacuo, water is added to the residue until it has all dissolved, and the solution is then extracted with ethyl acetate. The aqueous phase is acidified with hydrochloric acid and extracted three times with ethyl acetate. The combined organic phases are dried over magnesium sulfate, filte... Starting materials: IC1=NN(C=C1CC1(CCN(CC1)C(=O)OC(C)(C)C)N=C=O)C(C)C (tert-butyl 4-((3-iodo-1-isopropyl-1H-pyrazol-4-yl)methyl)-4-isocyanatopiperidine-1-carboxylate), C(C)(C)(C)[Li] (t-butyl lithium). Run in O1CCCC1 (tetrahydrofuran). Conditions: temperature -78 celsius, time 30 minute. Product: C(C)(C)N1N=C2C(NC3(CC2=C1)CCN(CC3)C(=O)OC(C)(C)C)=O (tert-butyl 2′-isopropyl-7′-oxo-2′,4′,6′,7′-tetrahydrospiro[piperidine-4,5′-pyrazolo[3,4-c]pyridine]-1-carboxylate). Isolated yield 63.2%. RXN SMILES: I[C:2]1[C:6]([CH2:7][C:8]2([N:21]=[C:22]=[O:23])[CH2:13][CH2:12][N:11]([C:14]([O:16][C:17]([CH3:20])([CH3:19])[CH3:18])=[O:15])[CH2:10][CH2:9]2)=[CH:5][N:4]([CH:24]([CH3:26])[CH3:25])[N:3]=1.C([Li])(C)(C)C>O1CCCC1>[CH:24]([N:4]1[CH:5]=[C:6]2[C:2]([C:22](=[O:23])[NH:21][C:8]3([CH2:13][CH2:12][N:11]([C:14]([O:16][C:17]([CH3:20])([CH3:19])[CH3:18])=[O:15])[CH2:10][CH2:9]3)[CH2:7]2)=[N:3]1)([CH3:26])[CH3:25]. Reported procedure: To a −78° C. solution of tert-butyl 4-((3-iodo-1-isopropyl-1H-pyrazol-4-yl)methyl)-4-isocyanatopiperidine-1-carboxylate (280 mg, 0.59 mmol) in tetrahydrofuran (10 mL) was added t-butyl lithium (0.7 mL, 1.7 M in pentane), dropwise. After stirring for 30 minutes at −78° C. the mixture was warmed to 0° C., quenched with 20 mL saturated aqueous ammonium chloride, and stirred an additional 30 minutes at room temperature. The reaction mixture was diluted with 25 mL water and extracted with ethyl aceta... Reactants: NC1=C(C=CC=C1)C(F)(F)F (2-aminobenzotrifluoride), [S-]C#N.[Na+] (sodium thiocyanate), BrBr (bromine), [Br-].[Na+] (sodium bromide), BrBr (bromine), C([O-])([O-])=O.[Na+].[Na+] (sodium carbonate). Solvent: CO (methanol), O (water), CO (methanol), C(Cl)Cl (methylene chloride). Conditions: time 20 minute. Yields the product S(C#N)C1=CC(=C(N)C=C1)C(F)(F)F (4-thiocyano-2-trifluoromethylaniline). The yield is 96.0%. RXN SMILES: [NH2:1][C:2]1[CH:7]=[CH:6][CH:5]=[CH:4][C:3]=1[C:8]([F:11])([F:10])[F:9].[S-:12][C:13]#[N:14].[Na+].BrBr.[Br-].[Na+].C(=O)([O-])[O-].[Na+].[Na+]>CO.C(Cl)Cl.O>[S:12]([C:5]1[CH:6]=[CH:7][C:2]([NH2:1])=[C:3]([C:8]([F:9])([F:10])[F:11])[CH:4]=1)[C:13]#[N:14] |f:1.2,4.5,6.7.8|. Procedure: To a cold (0°-5° C.) stirred solution of 2-aminobenzotrifluoride (6.44 g., 0.04 mole) and sodium thiocyanate (9.72 g., 0.12 mole) in methanol (100 ml) is added dropwise a solution of bromine (6.6 g., 0.42 mole) in methanol (25 ml) saturated with sodium bromide. The solution is stirred for 20 minutes following the addition of bromine and then poured into water (750 ml) and neutralized with sodium carbonate. The resulting oil is taken up in methylene chloride and dried. Removal of the drying agent... The solvent is CN1CCCC1=O (NMP). As a reaction SMILES: Cl[C:2]1[CH:7]=[CH:6][C:5]([Cl:8])=[CH:4][N:3]=1.[CH3:9][S:10]([C:13]1[CH:18]=[CH:17][C:16]([OH:19])=[CH:15][CH:14]=1)(=[O:12])=[O:11].C([O-])([O-])=O.[Cs+].[Cs+]>CN1C(=O)CCC1>[Cl:8][C:5]1[CH:6]=[CH:7][C:2]([O:19][C:16]2[CH:15]=[CH:14][C:13]([S:10]([CH3:9])(=[O:12])=[O:11])=[CH:18][CH:17]=2)=[N:3][CH:4]=1 |f:2.3.4|. Conditions: temperature 170 celsius. Product: ClC=1C=CC(=NC1)OC1=CC=C(C=C1)S(=O)(=O)C (5-chloro-2-{[4-(methylsulfonyl)phenyl]oxy}pyridine). Starting materials: ClC1=NC=C(C=C1)Cl (2,5-dichloropyridine), C(=O)([O-])[O-].[Cs+].[Cs+] (Cs2CO3), CS(=O)(=O)C1=CC=C(C=C1)O (4-methylsulfonylphenol), C(=O)([O-])[O-].[Cs+].[Cs+] (Cs2CO3). Procedure: 2,5-dichloropyridine (1.48 g; 10 mmol), 4-methylsulfonylphenol (1.89 g; 11 mmol) and Cs2CO3 (4.24 g; 13 mmol) was slurried in 75 mL of NMP. The slurry was heated to approx 170° C. over night. After cooling the Cs2CO3 was filtered off and the solvent was extracted between H2O and EtOAc. The organic phase was dried over Na2SO4 and evaporated. Heptane:EtOAc 2:1 was added to the residue and the crystalls was filtered off 1.42 g (50%). Reactants: resultant mixture, [OH-].[K+] (potassium hydroxide), C(C1=CC=CC=C1)SC1=NC(NN=C1)=O (5-benzylthio-2,3-dihydro-1,2,4-triazin-3-one), S(=O)(=O)(O)O.NO (hydroxylamine sulfate). Run in C(C)O (ethanol), O (water). Yields the product ONC1=NC(NN=C1)=O (5-hydroxyamino-3-oxo-2,3-dihydro-1,2,4-triazine). Isolated yield 115.9%. Reaction SMILES: [OH-:1].[K+].C(S[C:11]1[CH:16]=[N:15][NH:14][C:13](=[O:17])[N:12]=1)C1C=CC=CC=1.S(O)(O)(=O)=O.[NH2:23]O>C(O)C.O>[OH:1][NH:23][C:11]1[CH:16]=[N:15][NH:14][C:13](=[O:17])[N:12]=1 |f:0.1,3.4|. Reported procedure: To a solution of potassium hydroxide (2.02 g) in a mixture of ethanol (50 ml) and water (10 ml), 5-benzylthio-2,3-dihydro-1,2,4-triazin-3-one (6.58 g) and hydroxylamine sulfate (2.95 g) were added, and the resultant mixture was refluxed for 5 hours. The reaction mixture was cooled to room temperature and concentrated under reduced pressure. The residue was recrystallized from water to give 5-hydroxyamino-3-oxo-2,3-dihydro-1,2,4-triazine (Ic) (3.34 g) as pale yellow crystals. Yield, 87.1%. Reactants: [Cl-].[Cl-].[Cl-].[Al+3] (aluminium trichloride), solid, F[Sb-](F)(F)(F)(F)F.C(C)[O+](CC)CC (triethyloxonium hexafluoroantimonate), O1CCCC1 (tetrahydrofuran). Solvent: C(C)OCC (diethyl ether). Run at time 5 minute. Yields the product F[Sb-](F)(F)(F)(F)F.[Al+3].O1CCCC1.F[Sb-](F)(F)(F)(F)F.F[Sb-](F)(F)(F)(F)F ((tetrahydrofuran)-aluminium(III) hexafluoroantimonate). RXN SMILES: [Cl-].[Cl-].[Cl-].[Al+3:4].[O:5]1[CH2:9][CH2:8][CH2:7][CH2:6]1.[F:10][Sb-:11]([F:16])([F:15])([F:14])([F:13])[F:12].C([O+](CC)CC)C>C(OCC)C>[F:10][Sb-:11]([F:16])([F:15])([F:14])([F:13])[F:12].[Al+3:4].[O:5]1[CH2:9][CH2:8][CH2:7][CH2:6]1.[F:10][Sb-:11]([F:16])([F:15])([F:14])([F:13])[F:12].[F:10][Sb-:11]([F:16])([F:15])([F:14])([F:13])[F:12] |f:0.1.2.3,5.6,8.9.10.11.12|. Procedure: 0.13 g (0.87 mmol) of aluminium trichloride is dissolved in 2 g of dry diethyl ether, and 5 ml of dry tetrahydrofuran are then added. 10 g (2.95 mmol) of solid triethyloxonium hexafluoroantimonate are added to the clear solution under argon as an inert gas and dissolve immediately. After 5 minutes, the product starts to crystallize out. After 2 hours at 40° C., the product is filtered off under an inert gas, washed twice with dry THF and dried at room temperature under a high vacuum. 0.9 g of fi...